From a dataset of the Open Reaction Database (ORD), a public repository of structured organic reaction records. describe an organic reaction: reactants, conditions, products, and yield As a reaction SMILES: Cl.[NH2:2][C:3]1[CH:4]=[C:5]([S:9]([F:12])(=[O:11])=[O:10])[CH:6]=[CH:7][CH:8]=1.Cl.[N:14]([O-])=O.[Na+].[Cl:18][C:19]1[C:20]([OH:27])=[C:21]([CH:24]=[CH:25][CH:26]=1)[CH:22]=[O:23]>O.N1C=CC=CC=1>[Cl:18][C:19]1[C:20]([OH:27])=[C:21]([CH:24]=[C:25]([N:14]=[N:2][C:3]2[CH:8]=[CH:7][CH:6]=[C:5]([S:9]([F:12])(=[O:11])=[O:10])[CH:4]=2)[CH:26]=1)[CH:22]=[O:23] |f:0.1,3.4|. Solvent: O (water), N1=CC=CC=C1 (pyridine). Procedure: m-Aminobenzenesulfonyl fluoride hydrochloride (21.1 g, 0.099 mol) was slurried in hot 10% HCl (300 ml) and then cooled to 0° C. Sodium nitrite (7.0 g, 0.1 mol) was dissolved in 30 ml water and added dropwise to the acidic solution. Vigorous stirring was required to prevent the slurry from coagulating. The diazonium slurry was then added slowly to 500 ml of pyridine containing 3-chloro-2-hydroxy-benzaldehyde (16.0 g, 0.10 mol) at 0° C. The mixture was stirred 30 minutes and then slowly added to 1... Reaction conditions: temperature 0 celsius, time 72 hour. Reactants: Cl.NC=1C=C(C=CC1)S(=O)(=O)F (m-Aminobenzenesulfonyl fluoride hydrochloride), ClC=1C(=C(C=O)C=CC1)O (3-chloro-2-hydroxy-benzaldehyde), N(=O)[O-].[Na+] (Sodium nitrite), Cl (HCl), ice, Cl (hydrochloric acid), diazonium. Product: ClC=1C(=C(C=O)C=C(C1)N=NC1=CC(=CC=C1)S(=O)(=O)F)O (3-Chloro-5-(3-fluorosulfonylphenylazo)-2-hydroxy benzaldehyde). Reactants: ClC(Cl)(Cl)Cl, O=C(O)Cc1cc(Cl)cc(Cl)c1Cl, O=S(Cl)Cl. Product: O=C(Cl)Cc1cc(Cl)cc(Cl)c1Cl. As a reaction SMILES: [C:18]([Cl:19])([Cl:20])([Cl:21])[Cl:22].[Cl:1][c:2]1[c:3]([CH2:10][C:11](=[O:12])[OH:13])[cH:4][c:5]([Cl:9])[cH:6][c:7]1[Cl:8].[S:14]([Cl:15])([Cl:16])=[O:17]>>[Cl:1][c:2]1[c:3]([CH2:10][C:11](=[O:13])[Cl:16])[cH:4][c:5]([Cl:9])[cH:6][c:7]1[Cl:8]. Reactants: C(C1=CC=CC=C1)N1N=NC(=C1)C1=CC(=NC=C1)C1=C(C=CC(=C1)N1CCCCC1)[N+](=O)[O-] (4-(1-benzyl-1H-1,2,3-triazol-4-yl)-2-(2-nitro-5-(piperidin-1-yl)phenyl)pyridine). The reagents and catalysts are [Pd] (Pd/C). Solvent: CO (methanol). Reaction conditions: time 1 hour. The product is C(C1=CC=CC=C1)N1N=NC(=C1)C1=CC(=NC=C1)C1=C(N)C=CC(=C1)N1CCCCC1 (2-(4-(1-benzyl-1H-1,2,3-triazol-4-yl)pyridin-2-yl)-4-(piperidin-1-yl)-aniline). Isolated yield 107.3%. Reaction SMILES: [CH2:1]([N:8]1[CH:12]=[C:11]([C:13]2[CH:18]=[CH:17][N:16]=[C:15]([C:19]3[CH:24]=[C:23]([N:25]4[CH2:30][CH2:29][CH2:28][CH2:27][CH2:26]4)[CH:22]=[CH:21][C:20]=3[N+:31]([O-])=O)[CH:14]=2)[N:10]=[N:9]1)[C:2]1[CH:7]=[CH:6][CH:5]=[CH:4][CH:3]=1>CO.[Pd]>[CH2:1]([N:8]1[CH:12]=[C:11]([C:13]2[CH:18]=[CH:17][N:16]=[C:15]([C:19]3[CH:24]=[C:23]([N:25]4[CH2:30][CH2:29][CH2:28][CH2:27][CH2:26]4)[CH:22]=[CH:21][C:20]=3[NH2:31])[CH:14]=2)[N:10]=[N:9]1)[C:2]1[CH:3]=[CH:4][CH:5]=[CH:6][CH:7]=1. Reported procedure: A solution of 22 mg of 4-(1-benzyl-1H-1,2,3-triazol-4-yl)-2-(2-nitro-5-(piperidin-1-yl)phenyl)pyridine 24c in 1 mL of methanol was treated with 10 mg of Pd/C and stirred under a hydrogen atmosphere for 1 h. The mixture was filtered through celite and the solvent was evaporated to give 22 mg of product. Starting materials: [Cl-].[Na+] (sodium chloride), C(=O)[N-]C=O.[Na+] (sodium diformylamide), C(C)#N (acetonitrile), ClC/C(/CCC1=CC=C(C=C1)F)=C/F ((E)-1-chloro-2-(fluoromethylene)-4-(p-fluorophenyl)butane). Solvent: O (water), CN(C=O)C (N,N-dimethylformamide), C1(=CC=CC=C1)C (toluene). Reaction conditions: temperature 80 celsius, time 6 hour. Yields the product NC/C(/CCC1=CC=C(C=C1)F)=C/F ((E)-1-amino-2-(fluoromethylene)-4-(p-fluorophenyl)butane). Reaction SMILES: C([N-:3][CH:4]=O)=O.[Na+].C(#N)C.ClC/[C:12](=[CH:22]/[F:23])/[CH2:13][CH2:14][C:15]1[CH:20]=[CH:19][C:18]([F:21])=[CH:17][CH:16]=1.[Cl-].[Na+]>C1(C)C=CC=CC=1.O.CN(C)C=O>[NH2:3][CH2:4]/[C:12](=[CH:22]/[F:23])/[CH2:13][CH2:14][C:15]1[CH:20]=[CH:19][C:18]([F:21])=[CH:17][CH:16]=1 |f:0.1,4.5|. Procedure details: Combine sodium diformylamide (70 lb) and acetonitrile (903 lb). With agitation, add N,N-dimethylformamide (119 lb). Add a solution of (E)-1-chloro-2-(fluoromethylene)-4-(p-fluorophenyl)butane (126 lb) in toluene. Warm to 80° C. After 6 hours, add a 10% by weight solution of sodium chloride in water (1168 lb). Agitate for 15 minutes, separate the layers. Remove the organic layer to give the title compound as a solution in acetonitrile/N,N-dimethylformamide. Solvent: C(C)#N (acetonitrile). Reported procedure: Of the compound from Example 172A, 242 mg (0.86 mmol) were introduced in 12 ml of acetonitrile under argon, and admixed dropwise at −15° C. with 105 μl (1.20 mmol) of chlorosulphonyl isocyanate. The reaction mixture was stirred at −10° C. for 30 minutes. Then 12 ml of water were added and the mixture was stirred at 60° C. overnight. The reaction mixture was cooled, rendered basic using saturated aqueous sodium hydrogen carbonate solution and extracted with three times 10 ml of ethyl acetate. The... As a reaction SMILES: [OH:1][CH2:2][CH2:3][CH:4]([NH:13]C(=O)OC(C)(C)C)[C:5]1[CH:10]=[CH:9][CH:8]=[CH:7][C:6]=1[O:11][CH3:12].[Cl:21]S([N:25]=[C:26]=[O:27])(=O)=O.O.C(=O)([O-])O.[Na+]>C(#N)C>[ClH:21].[C:26](=[O:27])([O:1][CH2:2][CH2:3][CH:4]([NH2:13])[C:5]1[CH:10]=[CH:9][CH:8]=[CH:7][C:6]=1[O:11][CH3:12])[NH2:25] |f:3.4,6.7|. The product is Cl.C(N)(OCCC(C1=C(C=CC=C1)OC)N)=O (3-Amino-3-(2-methoxyphenyl)propyl carbamate hydrochloride). Reactants: C(O)([O-])=O.[Na+] (sodium hydrogen carbonate), OCCC(C1=C(C=CC=C1)OC)NC(OC(C)(C)C)=O (tert-Butyl [3-hydroxy-1-(2-methoxyphenyl)propyl]carbamate), O (water), ClS(=O)(=O)N=C=O (chlorosulphonyl isocyanate). Run at temperature -10 celsius, time 30 minute. Starting materials: Cl.Cl.NCCOC=1C=CC=C2C(=CC(=NC12)C)NCC1=CC(=C(C=C1)Cl)Cl ([8-(2-aminoethoxy)-2-methylquinolin-4-yl]-(3,4-dichlorobenzyl)-amine dihydrochloride), C(C)(=O)Cl (acetylchloride). Yields the product ClC=1C=C(CNC2=CC(=NC3=C(C=CC=C23)OCCNC(C)=O)C)C=CC1Cl (N-{2-[4-(3,4-Dichlorobenzylamino)-2-methylquinolin-8-yloxy]-ethyl}-acetamide). As a reaction SMILES: Cl.Cl.[NH2:3][CH2:4][CH2:5][O:6][C:7]1[CH:8]=[CH:9][CH:10]=[C:11]2[C:16]=1[N:15]=[C:14]([CH3:17])[CH:13]=[C:12]2[NH:18][CH2:19][C:20]1[CH:25]=[CH:24][C:23]([Cl:26])=[C:22]([Cl:27])[CH:21]=1.[C:28](Cl)(=[O:30])[CH3:29]>>[Cl:27][C:22]1[CH:21]=[C:20]([CH:25]=[CH:24][C:23]=1[Cl:26])[CH2:19][NH:18][C:12]1[C:11]2[C:16](=[C:7]([O:6][CH2:5][CH2:4][NH:3][C:28](=[O:30])[CH3:29])[CH:8]=[CH:9][CH:10]=2)[N:15]=[C:14]([CH3:17])[CH:13]=1 |f:0.1.2|. Procedure: Preparation was made using a similar procedure as described in example 21. Starting materials were [8-(2-aminoethoxy)-2-methylquinolin-4-yl]-(3,4-dichlorobenzyl)-amine dihydrochloride and acetylchloride. The reactants are [N+](=O)([O-])C=1C=CC(=NC1)C(CC(=O)[O-])CC(=O)[O-] (2-(5-nitro-2-pyridyl)-1,3-propanedicarboxylate), [OH-].[Na+] (sodium hydroxide), resultant solution, ice. Run in S(O)(O)(=O)=O (sulfuric acid). Yields the product [N+](=O)([O-])C=1C=CC(=NC1)C (5-Nitro-2-picoline). Isolated yield 92.0%. Reaction SMILES: [N+:1]([C:4]1[CH:5]=[CH:6][C:7]([CH:10](CC([O-])=O)CC([O-])=O)=[N:8][CH:9]=1)([O-:3])=[O:2].[OH-].[Na+]>S(=O)(=O)(O)O>[N+:1]([C:4]1[CH:5]=[CH:6][C:7]([CH3:10])=[N:8][CH:9]=1)([O-:3])=[O:2] |f:1.2|. Reported procedure: A suspension of 102.0 g (0.361 mol) of 2-(5-nitro-2-pyridyl)-1,3-propanedicarboxylate, from Step 1, in 600 mL of 20% aqueous sulfuric acid solution was heated at 95° C. for 24 hours. The resultant solution was poured onto 1 kg of ice and the aqueous mixture was adjusted to a pH within the range pH 10-12 with 50% aqueous sodium hydroxide solution. The precipitate was filtered and dissolved in ethyl acetate. The ethyl acetate solution was dried over anhydrous sodium sulfate, filtered and concentra... The reactants are ClC[C@@H](CCCCCC)O ((R)-1-chloro2-octanol), [C-]#N.[Na+] (sodium cyanide). The solvent is CS(=O)C (DMSO), CS(=O)C (dimethyl sulfoxide). Product: O[C@@H](CC#N)CCCCCC ((R)-3-hydroxynonanenitrile). Isolated yield 86.5%. As a reaction SMILES: [C-:1]#[N:2].[Na+].Cl[CH2:5][C@H:6]([OH:13])[CH2:7][CH2:8][CH2:9][CH2:10][CH2:11][CH3:12]>CS(C)=O>[OH:13][C@H:6]([CH2:7][CH2:8][CH2:9][CH2:10][CH2:11][CH3:12])[CH2:5][C:1]#[N:2] |f:0.1|. Reported procedure: Under nitrogen atmosphere, 6.2 g (126 mM) of sodium cyanide and 50 ml of dimethyl sulfoxide (DMSO) were placed in two-necked round-bottomed flask and dissolved by heating, followed by stirring. The solution was left standing and a solution of 10.4 g of (R)-1-chloro2-octanol in 20 ml of DMSO was added dropwise to the solution at 50° C., followed by stirring for 20 hours at 50° C. After the reaction, distilled water was added to the reaction mixture, followed by extraction with diethyl ether. The ... Reactants: FC1=C(C=CC=C1F)CSC1=NC(=CC(=N1)NS(=O)(=O)C1=CC=NC=C1)O[C@@H](COC(C1=CC=CC=C1)(C1=CC=CC=C1)C1=CC=CC=C1)C (N-[2-[[(2,3-difluorophenyl)methyl]thio]-6-[(1R)-1-methyl-2-(triphenylmethoxy)ethoxy]-4-pyrimidinyl]-4-pyridinesulfonamide), product, C1(=CC=C(C=C1)S(=O)(=O)O)C (p-toluenesulfonic acid), C1(=CC=CC=C1)OC (anisole). Solvent: CO (MeOH). Run at time 18 hour. Product: FC1=C(C=CC=C1F)CSC1=NC(=CC(=N1)NS(=O)(=O)C1=CC=NC=C1)O[C@@H](CO)C (N-[2-[[(2,3-difluorophenyl)methyl]thio]-6-[(1R)-2-hydroxy-1-methylethoxy]-4-pyrimidinyl]-4-pyridinesulfonamide). As a reaction SMILES: [F:1][C:2]1[C:7]([F:8])=[CH:6][CH:5]=[CH:4][C:3]=1[CH2:9][S:10][C:11]1[N:16]=[C:15]([NH:17][S:18]([C:21]2[CH:26]=[CH:25][N:24]=[CH:23][CH:22]=2)(=[O:20])=[O:19])[CH:14]=[C:13]([O:27][C@H:28]([CH3:50])[CH2:29][O:30]C(C2C=CC=CC=2)(C2C=CC=CC=2)C2C=CC=CC=2)[N:12]=1.C1(C)C=CC(S(O)(=O)=O)=CC=1.C1(OC)C=CC=CC=1>CO>[F:1][C:2]1[C:7]([F:8])=[CH:6][CH:5]=[CH:4][C:3]=1[CH2:9][S:10][C:11]1[N:16]=[C:15]([NH:17][S:18]([C:21]2[CH:26]=[CH:25][N:24]=[CH:23][CH:22]=2)(=[O:19])=[O:20])[CH:14]=[C:13]([O:27][C@H:28]([CH3:50])[CH2:29][OH:30])[N:12]=1. Procedure details: To a solution of N-[2-[[(2,3-difluorophenyl)methyl]thio]-6-[(1R)-1-methyl-2-(triphenylmethoxy)ethoxy]-4-pyrimidinyl]-4-pyridinesulfonamide (the product from step iv). (100 mg) in MeOH (10 mL) was added p-toluenesulfonic acid (31 mg) and anisole (0.15 g). The reaction was then stirred at room temperature for 18 h. The reaction was partitioned between EtOAc (100 mL) and H2O (100 mL). The aqueous layer was then further extracted with EtOAc (2×100 mL). The combined organic layers were dried (MgSO4),... Starting materials: O[C@]1(C[C@@H](CCC1)C)CNC(=O)C=1C=2C=CC(=NC2C=CC1Cl)Cl (2,6-dichloro-quinoline-5-carboxylic acid ((1R,3R)-1-hydroxy-3methyl-cyclohexylmethyl)-amide), CCN(C(C)C)C(C)C (DIPEA), FC1CNCC1 (3-fluoropyrrolidine). The product is O[C@]1(C[C@@H](CCC1)C)CNC(=O)C=1C=2C=CC(=NC2C=CC1Cl)N1CC(CC1)F (6-Chloro-2-(3-fluoropyrrolidin-1-yl)-quinoline-5-carboxylic acid ((1R,3R)-1-hydroxy-3-methyl-cyclohexylmethyl)-amide). As a reaction SMILES: [OH:1][C@:2]1([CH2:9][NH:10][C:11]([C:13]2[C:14]3[CH:15]=[CH:16][C:17](Cl)=[N:18][C:19]=3[CH:20]=[CH:21][C:22]=2[Cl:23])=[O:12])[CH2:7][CH2:6][CH2:5][C@@H:4]([CH3:8])[CH2:3]1.CCN(C(C)C)C(C)C.[F:34][CH:35]1[CH2:39][CH2:38][NH:37][CH2:36]1>>[OH:1][C@:2]1([CH2:9][NH:10][C:11]([C:13]2[C:14]3[CH:15]=[CH:16][C:17]([N:37]4[CH2:38][CH2:39][CH:35]([F:34])[CH2:36]4)=[N:18][C:19]=3[CH:20]=[CH:21][C:22]=2[Cl:23])=[O:12])[CH2:7][CH2:6][CH2:5][C@@H:4]([CH3:8])[CH2:3]1. Procedure details: The title compound was synthesized according to the procedure described in example 1 using 2,6-dichloro-quinoline-5-carboxylic acid ((1R,3R)-1-hydroxy-3methyl-cyclohexylmethyl)-amide, DIPEA and 3-fluoropyrrolidine. 1H NMR (400 MHz, DMSO-d6) δ ppm 8.75 (1H), 7.85 (m, 1H), 7.58 (2H), 7.05 (1H), 5.43-5.56 (1H), 4.16 (s, 1H), 3.89 (m, 2H), 3.70 (m, 1H), 3.55 (m, 1H), 3.26 (m, 2H), 2.44 (m, 2H), 2.06 (m, 2H), 1.85 (m, 2H), 1.74-1.76 (m, 5H), 1.27-1.32 (m, 1H), 0.83 (d, 3H). m/z: 420 [M+H]